From a dataset of the Open Reaction Database (ORD), a public repository of structured organic reaction records. describe an organic reaction: reactants, conditions, products, and yield Reactants: B(Br)(Br)Br.C(Cl)Cl (BBr3 CH2Cl2), COC=1C=C2C=CNC2=CC1 (5-Methoxy-1H-indole), [H-].[Na+] (sodium hydride), C(C1=CC=CC=C1)Br (benzyl bromide). The solvent is C(Cl)Cl (methylene chloride). Reaction conditions: temperature -5 celsius, time 1.75 hour. Yields the product OC=1C=C2C=CN(C2=CC1)CC1=CC=CC=C1 (5-hydroxy-1-(phenylmethyl)-1H-indole). Yield: 18.1%. RXN SMILES: C[O:2][C:3]1[CH:4]=[C:5]2[C:9](=[CH:10][CH:11]=1)[NH:8][CH:7]=[CH:6]2.[H-].[Na+].[CH2:14](Br)[C:15]1[CH:20]=[CH:19][CH:18]=[CH:17][CH:16]=1.B(Br)(Br)Br.C(Cl)Cl>C(Cl)Cl>[OH:2][C:3]1[CH:4]=[C:5]2[C:9](=[CH:10][CH:11]=1)[N:8]([CH2:14][C:15]1[CH:20]=[CH:19][CH:18]=[CH:17][CH:16]=1)[CH:7]=[CH:6]2 |f:1.2,4.5|. Procedure: 5-Methoxy-1H-indole (5.6 g, 21.5 mmol) was reacted with 1.0 g (25 mmol) of 60% sodium hydride and then 3.0 mL (25 mmol) of benzyl bromide by the method described in Example 12, Part D to give crude 5-methoxy-1-(phenylmethyl)-1H-indole. This material was dissolved in 250 mL of methylene chloride, cooled to -5° C., 50 mL of 1M BBr3 /CH2Cl2 added, the cooling bath removed and the mixture stirred for 1.75 hours. Ice water was added and the mixture stirred. The organic layer was separated, washed wit... Reactants: [BH4-], C1CCOC1, CO, CCC(=O)C(CC)N1C(=O)C(C)(CC(=O)O)CC(c2cccc(Cl)c2)C1c1ccc(Cl)cc1, [Na+], O=C(O)CC(O)(CC(=O)O)C(=O)O. The product is CCC(O)C(CC)N1C(=O)C(C)(CC(=O)O)CC(c2cccc(Cl)c2)C1c1ccc(Cl)cc1. Reaction SMILES: [BH4-:34].[CH2:49]1[O:50][CH2:51][CH2:52][CH2:53]1.[CH3:54][OH:55].[Cl:1][c:2]1[cH:3][c:4]([CH:8]2[CH2:9][C:10]([CH3:29])([CH2:30][C:31](=[O:32])[OH:33])[C:11](=[O:28])[N:12]([CH:21]([CH2:22][CH3:23])[C:24]([CH2:25][CH3:26])=[O:27])[CH:13]2[c:14]2[cH:15][cH:16][c:17]([Cl:20])[cH:18][cH:19]2)[cH:5][cH:6][cH:7]1.[Na+:35].[OH:36][C:37]([CH2:38][C:39]([C:40](=[O:41])[OH:42])([CH2:43][C:44](=[O:45])[OH:46])[OH:47])=[O:48]>>[Cl:1][c:2]1[cH:3][c:4]([CH:8]2[CH2:9][C:10]([CH3:29])([CH2:30][C:31](=[O:32])[OH:33])[C:11](=[O:28])[N:12]([CH:21]([CH2:22][CH3:23])[CH:24]([CH2:25][CH3:26])[OH:27])[CH:13]2[c:14]2[cH:15][cH:16][c:17]([Cl:20])[cH:18][cH:19]2)[cH:5][cH:6][cH:7]1. The reactants are C1(=CC=CC=C1)[C@@H](C)NC(=O)N1[C@@H]([C@H](C1=O)SC1=CC(=CC=C1)[N+](=O)[O-])C(=O)OCC ((2R,3R)-ethyl 1-(((R)-1-phenylethyl)carbamoyl)-3-(3-nitrophenylthio)-4-oxoazetidine-2-carboxylate), O.[Sn](Cl)(Cl)(Cl)Cl (tin chloride monohydrate). Run in C(C)(=O)OCC (ethyl acetate). Conditions: temperature 50 celsius. The product is C1(=CC=CC=C1)[C@@H](C)NC(=O)N1[C@@H]([C@H](C1=O)SC1=CC(=CC=C1)N)C(=O)OCC ((2R,3R)-ethyl 1-(((R)-1-phenylethyl)carbamoyl)-3-(3-aminophenylthio)-4-oxoazetidine-2-carboxylate). Yield: 70.8%. Reaction SMILES: [C:1]1([C@H:7]([NH:9][C:10]([N:12]2[C:15](=[O:16])[C@H:14]([S:17][C:18]3[CH:23]=[CH:22][CH:21]=[C:20]([N+:24]([O-])=O)[CH:19]=3)[C@H:13]2[C:27]([O:29][CH2:30][CH3:31])=[O:28])=[O:11])[CH3:8])[CH:6]=[CH:5][CH:4]=[CH:3][CH:2]=1.O.[Sn](Cl)(Cl)(Cl)Cl>C(OCC)(=O)C>[C:1]1([C@H:7]([NH:9][C:10]([N:12]2[C:15](=[O:16])[C@H:14]([S:17][C:18]3[CH:23]=[CH:22][CH:21]=[C:20]([NH2:24])[CH:19]=3)[C@H:13]2[C:27]([O:29][CH2:30][CH3:31])=[O:28])=[O:11])[CH3:8])[CH:2]=[CH:3][CH:4]=[CH:5][CH:6]=1 |f:1.2|. Reported procedure: To a solution of compound 85a (18 mg, 41 umol) in ethyl acetate (1 mL) was added tin chloride monohydrate (2.5 eq.) and the solution was heated to 50° C. After 1 h the solution was concentrated in vacuo. The residue was purified by column chromatography using a gradient of hexane/ethyl acetate 20-100% as eluent to yield 86 (12 mg, 72%). Product MS: 414.1 (M+1). Reaction conditions: time 4 hour. As a reaction SMILES: [CH3:1][O:2][C:3]1[CH:8]=[CH:7][C:6](/[C:9](/[CH2:16][CH2:17][CH2:18][CH2:19][CH3:20])=[CH:10]/[CH:11]=[CH:12]/[C:13]([OH:15])=[O:14])=[CH:5][CH:4]=1.[N+:21]([C:24]1[CH:29]=[CH:28][C:27](O)=[CH:26][CH:25]=1)([O-:23])=[O:22].C1(N=C=NC2CCCCC2)CCCCC1>ClCCl>[N+:21]([C:24]1[CH:29]=[CH:28][C:27]([O:14][C:13](=[O:15])/[CH:12]=[CH:11]/[CH:10]=[C:9](/[C:6]2[CH:5]=[CH:4][C:3]([O:2][CH3:1])=[CH:8][CH:7]=2)\[CH2:16][CH2:17][CH2:18][CH2:19][CH3:20])=[CH:26][CH:25]=1)([O-:23])=[O:22]. Reported procedure: As in Example 115, (E,E)-5-(4-methoxyphenyl)-2,4-decadienoic acid (4.5 g) and 4-nitrophenol (2.75 g) in 35 mL of dichloromethane was treated with 1,3-dicyclohexylcarbodiimide (3.4 g) and the mixture was stirred at room temperature for 4 hours. After the normal work up, crystallization of the crude ester from 2-propanol yielded 4.9 g of (E,E)-5-(4-methoxyphenyl)-2,4-decadienoic acid 4-nitrophenyl ester, mp 75°-76° C. The yield is 75.5%. Starting materials: COC1=CC=C(C=C1)/C(=C/C=C/C(=O)O)/CCCCC ((E,E)-5-(4-methoxyphenyl)-2,4-decadienoic acid), [N+](=O)([O-])C1=CC=C(C=C1)O (4-nitrophenol), C1(CCCCC1)N=C=NC1CCCCC1 (1,3-dicyclohexylcarbodiimide). Run in ClCCl (dichloromethane). Yields the product [N+](=O)([O-])C1=CC=C(C=C1)OC(\C=C\C=C(/CCCCC)\C1=CC=C(C=C1)OC)=O ((E,E)-5-(4-methoxyphenyl)-2,4-decadienoic acid 4-nitrophenyl ester). The reactants are ClC1=CC=C(C(=O)N2CC3(CC3C2)C2=CC=C(C=C2)Cl)C=C1 (3-(p-chlorobenzoyl)-1-(p-chlorophenyl)-3-azabicyclo[3.1.0]hexane), COCCO[AlH2-]OCCOC.[Na+] (Vitride). The solvent is C1=CC=CC=C1 (benzene). Procedure details: A 16.60 g. portion of 3-(p-chlorobenzoyl)-1-(p-chlorophenyl)-3-azabicyclo[3.1.0]hexane is dissolved in 160 ml. of benzene and 55.5 g. of Vitride® is added dropwise. The mixture is refluxed for 2 hours, cooled and quenched slowly with 10 N sodium hydroxide. Water is added, the organic layer is separated and washed 3 times with water and then dried over magnesium sulfate. Removal of the solvent yields an off-white solid, m.p. 88°-92° C. RXN SMILES: [Cl:1][C:2]1[CH:22]=[CH:21][C:5]([C:6]([N:8]2[CH2:13][CH:12]3[C:10]([C:14]4[CH:19]=[CH:18][C:17]([Cl:20])=[CH:16][CH:15]=4)([CH2:11]3)[CH2:9]2)=O)=[CH:4][CH:3]=1.COCCO[AlH2-]OCCOC.[Na+]>C1C=CC=CC=1>[Cl:1][C:2]1[CH:3]=[CH:4][C:5]([CH2:6][N:8]2[CH2:13][CH:12]3[C:10]([C:14]4[CH:19]=[CH:18][C:17]([Cl:20])=[CH:16][CH:15]=4)([CH2:11]3)[CH2:9]2)=[CH:21][CH:22]=1 |f:1.2|. Yields the product ClC1=CC=C(CN2CC3(CC3C2)C2=CC=C(C=C2)Cl)C=C1 (3-(p-Chlorobenzyl)-1-(p-chlorophenyl)-3-azabicyclo[3.1.0]hexane). The reactants are N (ammonia), Cl (Hydrochloric acid), ice, ClC=1C=CC2=C(NC(=N2)CC2CC(N(CC2)CC2=CC=C(C#N)C=C2)=O)C1 (4-[4-(6-chloro-1H-benzoimidazol-2-ylmethyl)-2-oxo-piperidin-1-ylmethyl]-benzonitrile). Solvent: CO (methanol), CO (methanol), CO (methanol). The product is ClC=1C=CC2=C(NC(=N2)CC2CC(N(CC2)CC2=CC=C(C(=N)N)C=C2)=O)C1 (4-[4-(6-Chloro-1H-benzoimidazol-2-ylmethyl)-2-oxo-piperidin-1-ylmethyl]-benzamidine). RXN SMILES: Cl.[Cl:2][C:3]1[CH:4]=[CH:5][C:6]2[N:10]=[C:9]([CH2:11][CH:12]3[CH2:17][CH2:16][N:15]([CH2:18][C:19]4[CH:26]=[CH:25][C:22]([C:23]#[N:24])=[CH:21][CH:20]=4)[C:14](=[O:27])[CH2:13]3)[NH:8][C:7]=2[CH:28]=1.[NH3:29]>CO>[Cl:2][C:3]1[CH:4]=[CH:5][C:6]2[N:10]=[C:9]([CH2:11][CH:12]3[CH2:17][CH2:16][N:15]([CH2:18][C:19]4[CH:20]=[CH:21][C:22]([C:23]([NH2:29])=[NH:24])=[CH:25][CH:26]=4)[C:14](=[O:27])[CH2:13]3)[NH:8][C:7]=2[CH:28]=1. Procedure: Hydrochloric acid is bubbled into an ice cooled solution of 4-[4-(6-chloro-1H-benzoimidazol-2-ylmethyl)-2-oxo-piperidin-1-ylmethyl]-benzonitrile (127 mg, 0.336 mmol) in 10 mL of methanol. The solution also contained 3Å molecular sieves. The reaction is stored at −30 for forty-eight hours. The methanol is condensed on the rotovap. Fresh methanol (15 mL) is added followed by a stream of ammonia gas. The reaction is heated to reflux for two and half hours. The reaction mixture is filtered at room t...